From a dataset of the Open Reaction Database (ORD), a public repository of structured organic reaction records. describe an organic reaction: reactants, conditions, products, and yield The reactants are 1.009, ClC1=C(C=CC=C1)C1C(CC(CC1=O)(C)C)=O (2-(2'-chlorophenyl)-5,5-dimethyl-1,3-cyclohexanedione), N1=CC=CC=C1 (pyridine), C(C)C(C(=O)Cl)CCCC (2-ethylhexanoyl chloride). Yields the product C(C)C(C(=O)OC1=C(C(CC(C1)(C)C)=O)C1=C(C=CC=C1)Cl)CCCC (3-(2'-ethylhexanoyloxy)-2-(2'-chlorophenyl)-5,5-dimethyl-2-cyclohexenone). Isolated yield 82.0%. As a reaction SMILES: [Cl:1][C:2]1[CH:7]=[CH:6][CH:5]=[CH:4][C:3]=1[CH:8]1[C:13](=[O:14])[CH2:12][C:11]([CH3:16])([CH3:15])[CH2:10][C:9]1=[O:17].N1C=CC=CC=1.[CH2:24]([CH:26]([CH2:30][CH2:31][CH2:32][CH3:33])[C:27](Cl)=[O:28])[CH3:25]>>[CH2:24]([CH:26]([CH2:30][CH2:31][CH2:32][CH3:33])[C:27]([O:17][C:9]1[CH2:10][C:11]([CH3:15])([CH3:16])[CH2:12][C:13](=[O:14])[C:8]=1[C:3]1[CH:4]=[CH:5][CH:6]=[CH:7][C:2]=1[Cl:1])=[O:28])[CH3:25]. Procedure details: A solution of 1.009 (3.99 mmol) of 2-(2'-chlorophenyl)-5,5-dimethyl-1,3-cyclohexanedione and 0.03 g (8.0 mmol) of pyridine was cooled in an ice bath and stirred under N2. The 2-ethylhexanoyl chloride (0.69 g, 4.25 mmol) was added, the mixture was then allowed to warm to room temperature, stirred at room temperature for one hour and refluxed for one hour. The solvent was removed under reduced pressure and the residue taken up in ether and water. The ether was washed three times with 0.25N NaOH, t... Yield: 72.3%. As a reaction SMILES: [CH3:1][N:2]1[C:6]2[CH:7]=[CH:8][CH:9]=[CH:10][C:5]=2[N:4]=[C:3]1[C:11]1[CH:22]=[C:21]([CH3:23])[C:14]2[N:15]=[C:16]([CH2:18][CH2:19][CH3:20])[NH:17][C:13]=2[CH:12]=1.[C:24]([O-])([O-])=O.[K+].[K+].Br[CH2:31][C:32]1[CH:37]=[CH:36][C:35]([C:38]2[C:39]([C:44]([OH:46])=[O:45])=[CH:40][CH:41]=[CH:42][CH:43]=2)=[CH:34][CH:33]=1>[Cl-].C[N+](CCCC)(CCCC)CCCC.C1(C)C=CC=CC=1>[CH3:20][CH2:19][CH2:18][C:16]1[N:17]([CH2:31][C:32]2[CH:37]=[CH:36][C:35]([C:38]3[C:39]([C:44]([O:46][CH3:24])=[O:45])=[CH:40][CH:41]=[CH:42][CH:43]=3)=[CH:34][CH:33]=2)[C:13]2[C:14](=[C:21]([CH3:23])[CH:22]=[C:11]([C:3]3[N:2]([CH3:1])[C:6]4[C:5](=[CH:10][CH:9]=[CH:8][CH:7]=4)[N:4]=3)[CH:12]=2)[N:15]=1 |f:1.2.3,5.6|. Solvent: C1(=CC=CC=C1)C (toluene), C1(=CC=CC=C1)C (toluene). Starting materials: CN1C(=NC2=C1C=CC=C2)C2=CC1=C(N=C(N1)CCC)C(=C2)C (1,7′-dimethyl-2′-propyl-1H,3′H-[2,5′]bibenzoimidazolyl), C(=O)([O-])[O-].[K+].[K+] (K2CO3), BrCC1=CC=C(C=C1)C=1C(=CC=CC1)C(=O)O (4′bromomethyl-biphenyl-2-carboxylic acid). Yields the product CCCC1=NC2=C(C=C(C=C2N1CC3=CC=C(C=C3)C4=CC=CC=C4C(=O)OC)C5=NC6=CC=CC=C6N5C)C (telmisartan methyl ester). Procedure details: 1,7′-dimethyl-2′-propyl-1H,3′H-[2,5′]bibenzoimidazolyl (BIM) (4 g), Aliquat® 175 (1.36 ml), K2CO3 (8.19 g), and toluene (50 ml) were added to a 250 ml round bottom flask equipped with a magnetic stirring bar and reflux condenser. The mixture was heated to reflux (about 85-90° C.) until a clear brown organic solution was obtained. 4′bromomethyl-biphenyl-2-carboxylic acid (BMBP) methyl ester (4.5 g) in toluene (24 ml) was added to the clear brown organic solution to form a reaction mixture. The re... The reagents and catalysts are [Cl-].C[N+](CCCC)(CCCC)CCCC (Aliquat® 175). Run at temperature 87.5 celsius, time 6 hour. The reactants are COC=C(C(=O)OC)c1ccccc1Oc1cccc(CO)c1, CC(C)=O, O=[Cr](=O)(O)O, O=[Cr](=O)=O, O. Product: COC=C(C(=O)OC)c1ccccc1Oc1cccc(C(=O)O)c1. Reaction SMILES: [CH3:1][O:2][CH:3]=[C:4]([C:5](=[O:6])[O:7][CH3:8])[c:9]1[c:10]([O:15][c:16]2[cH:17][c:18]([CH2:22][OH:23])[cH:19][cH:20][cH:21]2)[cH:11][cH:12][cH:13][cH:14]1.[CH3:33][C:34](=[O:35])[CH3:36].[Cr:24](=[O:25])([OH:26])([OH:27])=[O:28].[O:29]=[Cr:30](=[O:31])=[O:32].[OH2:37]>>[CH3:1][O:2][CH:3]=[C:4]([C:5](=[O:6])[O:7][CH3:8])[c:9]1[c:10]([O:15][c:16]2[cH:17][c:18]([C:22](=[O:23])[OH:25])[cH:19][cH:20][cH:21]2)[cH:11][cH:12][cH:13][cH:14]1. Starting materials: COC(=O)c1ccc(C=CCCCBr)cc1, C1COCCO1, Cl, [Na+], [OH-]. The product is O=C(O)c1ccc(C=CCCCBr)cc1. Reaction SMILES: [Br:1][CH2:2][CH2:3][CH2:4][CH:5]=[CH:6][c:7]1[cH:8][cH:9][c:10]([C:11](=[O:12])[O:13][CH3:14])[cH:15][cH:16]1.[CH2:20]1[O:21][CH2:22][CH2:23][O:24][CH2:25]1.[ClH:19].[Na+:18].[OH-:17]>>[Br:1][CH2:2][CH2:3][CH2:4][CH:5]=[CH:6][c:7]1[cH:8][cH:9][c:10]([C:11](=[O:12])[OH:13])[cH:15][cH:16]1. Starting materials: C(#N)C=1C=NNC1C1=NC(=NC=C1)S(=O)C (4-(4-cyano-1H-pyrazol-5-yl)-2-(methylsulfinyl)pyrimidine), CC=1C=C(N)C=C(C1)C (3,5-dimethylaniline). Yields the product C(#N)C=1C=NNC1C1=NC(=NC=C1)NC1=CC(=CC(=C1)C)C (4-(4-cyano-1H-pyrazol-5-yl)-2-[(3,5-dimethylphenyl)amino]pyrimidine). As a reaction SMILES: [C:1]([C:3]1[CH:4]=[N:5][NH:6][C:7]=1[C:8]1[CH:13]=[CH:12][N:11]=[C:10](S(C)=O)[N:9]=1)#[N:2].[CH3:17][C:18]1[CH:19]=[C:20]([CH:22]=[C:23]([CH3:25])[CH:24]=1)[NH2:21]>>[C:1]([C:3]1[CH:4]=[N:5][NH:6][C:7]=1[C:8]1[CH:13]=[CH:12][N:11]=[C:10]([NH:21][C:20]2[CH:22]=[C:23]([CH3:25])[CH:24]=[C:18]([CH3:17])[CH:19]=2)[N:9]=1)#[N:2]. Reported procedure: A solution of 4-(4-cyano-1H-pyrazol-5-yl)-2-(methylsulfinyl)pyrimidine (4-4, 155 mg, 0.66 mmol) and 3,5-dimethylaniline(3 mL, excess) was heated at 90° C. for 20 hours. The reaction was purified by flash chromatography. Elution with CH2Cl2 to 4% EtOAc/CH2Cl2 gave 4-(4-cyano-1H-pyrazol-5-yl)-2-[(3,5-dimethylphenyl)amino]pyrimidine (4-5) as a solid. 1H NMR (500 MHz, CDCl3) δ 9.00 (s, 1H), 8.63 (dd, 1H, J=5 Hz), 7.50 (dd, 1H, J=5 Hz), 7.31 (br s, 2H), 7.21 (br s, 1H), 6.74 (br s, 1H), 2.35 (s, 6H). Starting materials: aqueous solution, [OH-].[Na+] (sodium hydroxide), O (water), OO (hydrogen peroxide), C(C)(=O)O.C(C)(=O)O.C(C)(=O)O.NC1=C2C(=NC=N1)N(N=C2C2=CC=C(NC=1OC3=C(N1)C=C(C=C3)C#N)C=C2)[C@@H]2CC[C@@H](CC2)N2CCN(CC2)C (cis-2-(4-{4-amino-1-[4-(4-methylpiperazino)cyclohexyl]-1H-pyrazolo[3,4-d]pyrimidin-3-yl}anilino)-1,3-benzoxazole-5-carbonitrile triacetate), OO (hydrogen peroxide). Solvent: O1CCOCC1 (dioxane). Run at time 2 minute. Product: C(C)(=O)O.C(C)(=O)O.C(C)(=O)O.NC1=C2C(=NC=N1)N(N=C2C2=CC=C(NC=1OC3=C(N1)C=C(C=C3)C(=O)N)C=C2)[C@@H]2CC[C@@H](CC2)N2CCN(CC2)C (cis-2-(4-{4-amino-1-[4-(4-methylpiperazino)cyclohexyl]-1H-pyrazolo[3,4-d]pyrimidin-3-yl}anilino)-1,3-benzoxazole-5-carboxamide triacetate). Yield: 120.0%. RXN SMILES: [C:1]([OH:4])(=[O:3])[CH3:2].[C:5]([OH:8])(=[O:7])[CH3:6].[C:9]([OH:12])(=[O:11])[CH3:10].[NH2:13][C:14]1[N:19]=[CH:18][N:17]=[C:16]2[N:20]([C@H:41]3[CH2:46][CH2:45][C@@H:44]([N:47]4[CH2:52][CH2:51][N:50]([CH3:53])[CH2:49][CH2:48]4)[CH2:43][CH2:42]3)[N:21]=[C:22]([C:23]3[CH:40]=[CH:39][C:26]([NH:27][C:28]4[O:29][C:30]5[CH:36]=[CH:35][C:34]([C:37]#[N:38])=[CH:33][C:31]=5[N:32]=4)=[CH:25][CH:24]=3)[C:15]=12.[OH-].[Na+].O.OO>O1CCOCC1>[C:1]([OH:4])(=[O:3])[CH3:2].[C:5]([OH:8])(=[O:7])[CH3:6].[C:9]([OH:12])(=[O:11])[CH3:10].[NH2:13][C:14]1[N:19]=[CH:18][N:17]=[C:16]2[N:20]([C@H:41]3[CH2:42][CH2:43][C@@H:44]([N:47]4[CH2:48][CH2:49][N:50]([CH3:53])[CH2:51][CH2:52]4)[CH2:45][CH2:46]3)[N:21]=[C:22]([C:23]3[CH:40]=[CH:39][C:26]([NH:27][C:28]4[O:29][C:30]5[CH:36]=[CH:35][C:34]([C:37]([NH2:38])=[O:3])=[CH:33][C:31]=5[N:32]=4)=[CH:25][CH:24]=3)[C:15]=12 |f:0.1.2.3,4.5,9.10.11.12|. Reported procedure: To a mixture of cis-2-(4-{4-amino-1-[4-(4-methylpiperazino)cyclohexyl]-1H-pyrazolo[3,4-d]pyrimidin-3-yl}anilino)-1,3-benzoxazole-5-carbonitrile triacetate (0.18 g, 0.00025 mol) in dioxane (2 mL) were added a 2N aqueous solution of sodium hydroxide (1.25 mL, 0.0025 mol) and water (0.75 mL). The mixture was stirred at room temperature for 2 minutes under the atmosphere of nitrogen before adding 30% hydrogen peroxide solution (0.2 mL). The mixture was refluxed for 5 hours, then stirred at room temp... Starting materials: C(C)OC(=O)C1=CC=C(C=C1)N1C(=CC(=C1)C=C)C#N (1-(4-ethoxycarbonylphenyl)-4-vinylpyrrole- 2-carbonitrile), [BH4-].[Li+] (lithium borohydride), [BH4-].[Li+] (lithium borohydride). Solvent: O1CCCC1 (tetrahydrofuran). Yields the product OCC1=CC=C(C=C1)N1C(=CC(=C1)C=C)C#N (1-(4-hydroxymethylphenyl)-4-vinylpyrrole-2-carbonitrile). The yield is 68.0%. As a reaction SMILES: C([O:3][C:4]([C:6]1[CH:11]=[CH:10][C:9]([N:12]2[CH:16]=[C:15]([CH:17]=[CH2:18])[CH:14]=[C:13]2[C:19]#[N:20])=[CH:8][CH:7]=1)=O)C.[BH4-].[Li+]>O1CCCC1>[OH:3][CH2:4][C:6]1[CH:7]=[CH:8][C:9]([N:12]2[CH:16]=[C:15]([CH:17]=[CH2:18])[CH:14]=[C:13]2[C:19]#[N:20])=[CH:10][CH:11]=1 |f:1.2|. Procedure: A mixture of 1-(4-ethoxycarbonylphenyl)-4-vinylpyrrole- 2-carbonitrile (1.59 g) and lithium borohydride (78.4 mg) in tetrahydrofuran (30 ml) was refluxed for 3 hours. To the pale green solution was added lithium borohydride (78.4 mg) and the mixture was refluxed for 3 hours. The cooled mixture was quenched with saturated aqueous ammonium chloride solution and diethyl ether was added. The separated organic layer was washed with saturated aqueous ammonium chloride solution, dried, and concentrated... Reagents/catalysts: CN(C1=CC=NC=C1)C (4-dimethylamino-pyridine). Isolated yield 93.9%. Procedure details: A solution of 30 g of (RS)α-cyano-3-phenoxy-4-fluoro-benzyl alcohol, 300 mg of 4-dimethylamino-pyridine and 50 ml of methylene chloride was added all at once at -5° C. to a solution of 30 g of (1R,cis,Z)2,2-dimethyl-3-[3-oxo-3-tert.-butoxy-1-propenyl]-cyclopropane-carboxylic acid in 100 ml of methylene chloride and the mixture was stirred at 0° C. for 30 minutes and at 20° C. for 3 hours. The mixture was filtered and the filtrate was evaporated to dryness under reduced pressure. The residue was ... The product is CC1([C@@H]([C@@H]1\C=C/C(OC(C)(C)C)=O)C(=O)O[C@@H](C1=CC(=C(C=C1)F)OC1=CC=CC=C1)C#N)C ((S)α-cyano-3-phenoxy-4-fluoro-benzyl(1R,cis,Z)2,2-dimethyl-3-[3-oxo-3-tert.-butoxy-1-propenyl]-cyclopropanecarboxylate). RXN SMILES: [C:1]([CH:3]([OH:18])[C:4]1[CH:9]=[CH:8][C:7]([F:10])=[C:6]([O:11][C:12]2[CH:17]=[CH:16][CH:15]=[CH:14][CH:13]=2)[CH:5]=1)#[N:2].[CH3:19][C:20]1([CH3:35])[C@@H:22](/[CH:23]=[CH:24]\[C:25](=[O:31])[O:26][C:27]([CH3:30])([CH3:29])[CH3:28])[C@H:21]1[C:32](O)=[O:33]>CN(C)C1C=CN=CC=1.C(Cl)Cl>[CH3:19][C:20]1([CH3:35])[C@@H:22](/[CH:23]=[CH:24]\[C:25](=[O:31])[O:26][C:27]([CH3:28])([CH3:29])[CH3:30])[C@H:21]1[C:32]([O:18][C@H:3]([C:1]#[N:2])[C:4]1[CH:9]=[CH:8][C:7]([F:10])=[C:6]([O:11][C:12]2[CH:13]=[CH:14][CH:15]=[CH:16][CH:17]=2)[CH:5]=1)=[O:33]. Reaction conditions: temperature 20 celsius, time 3 hour. Run in C(Cl)Cl (methylene chloride), C(Cl)Cl (methylene chloride). Starting materials: C(#N)C(C1=CC(=C(C=C1)F)OC1=CC=CC=C1)O ((RS)α-cyano-3-phenoxy-4-fluoro-benzyl alcohol), CC1([C@@H]([C@@H]1\C=C/C(OC(C)(C)C)=O)C(=O)O)C ((1R,cis,Z)2,2-dimethyl-3-[3-oxo-3-tert.-butoxy-1-propenyl]-cyclopropane-carboxylic acid). The reactants are 4-methyl-1H-pyrrole-3-carboxyl, C(C)OC(=O)C1=C(NC=C1C)CCC(NCCNC(C)=O)=O (2-[2-(2-acetylamino-ethylcarbamoyl)-ethyl]-4-methyl-1H-pyrrole-3-carboxylic acid ethyl ester), B (borane). Solvent: O1CCCC1 (tetrahydrofuran), O1CCCC1 (tetrahydrofuran). Product: C(C)OC(=O)C1=C(NC=C1C)CCCNCCNCC (2-[3-(2-ethylamino-ethylamino)-propyl]-4-methyl-1H-pyrrole-3-carboxylic acid ethyl ester). Yield: 31.1%. Reaction SMILES: [CH2:1]([O:3][C:4]([C:6]1[C:10]([CH3:11])=[CH:9][NH:8][C:7]=1[CH2:12][CH2:13][C:14](=O)[NH:15][CH2:16][CH2:17][NH:18][C:19](=O)[CH3:20])=[O:5])[CH3:2].B>O1CCCC1>[CH2:1]([O:3][C:4]([C:6]1[C:10]([CH3:11])=[CH:9][NH:8][C:7]=1[CH2:12][CH2:13][CH2:14][NH:15][CH2:16][CH2:17][NH:18][CH2:19][CH3:20])=[O:5])[CH3:2]. Procedure: 2-[2-Acetylamino-ethylcarbamoyl)-ethyl]-4-methyl-1H-pyrrole-3-carboxyl is acid ethyl ester 62b (600 mg, 1.94 mmol) was dissolved in 4 ml of tetrahydrofuran under stirring, and added with a solution of borane in tetrahydrofuran (7.79 ml, 1 mol/L, 7.79 mmol) to the solution in an ice-water bath under an argon atmosphere. Upon completion of the addition, the reaction mixture was heated to reflux for 2 hours. After thin lay chromatography showed the disappearance of starting materials, the reaction ...